This data is from the Open Reaction Database (ORD), a public repository of structured organic reaction records. The task is: describe an organic reaction: reactants, conditions, products, and yield Reactants: COCO[C@@H]1C[C@H](C[C@H]1C1=CC=NN1C)O ((1S*,3R*,4S*)-3-(methoxymethoxy)-4-(1-methyl-1H-pyrazol-5-yl)cyclopentanol), COCCN(CCOC)S(F)(F)F (bis(2-methoxyethyl)amino sulfur trifluoride), C(O)([O-])=O.[Na+] (sodium hydrogencarbonate). Solvent: ClCCl (dichloromethane). Conditions: time 2 hour. The product is F[C@@H]1C[C@@H]([C@H](C1)C1=CC=NN1C)OCOC (5-[(1R*,2S*,4S*)-4-Fluoro-2-(methoxymethoxy)cyclopentyl]-1-methyl-1H-pyrazole). Yield: 87.2%. As a reaction SMILES: [CH3:1][O:2][CH2:3][O:4][C@H:5]1[C@H:9]([C:10]2[N:14]([CH3:15])[N:13]=[CH:12][CH:11]=2)[CH2:8][C@H:7](O)[CH2:6]1.COCCN(S(F)(F)[F:27])CCOC.C(=O)([O-])O.[Na+]>ClCCl>[F:27][C@H:7]1[CH2:8][C@H:9]([C:10]2[N:14]([CH3:15])[N:13]=[CH:12][CH:11]=2)[C@@H:5]([O:4][CH2:3][O:2][CH3:1])[CH2:6]1 |f:2.3|. Procedure details: To a solution of the (1S*,3R*,4S*)-3-(methoxymethoxy)-4-(1-methyl-1H-pyrazol-5-yl)cyclopentanol (150 mg, 0.663 mmol) prepared in Example 106b in dichloromethane (2.0 mL), bis(2-methoxyethyl)amino sulfur trifluoride (0.26 mL, 1.33 mmol) was added with cooling on ice, and the reaction solution was stirred at room temperature for 2 hours. To the reaction solution, an aqueous sodium hydrogencarbonate solution (10 mL) was added, and an organic layer was extracted. The thus obtained organic layer was ... The reactants are CN(CCN(C)C(=O)N1CCSCC1)C(=O)NC(Cc1ccccc1)C(=O)OCc1ccccc1, CO, [Na+], [OH-]. The product is CN(CCN(C)C(=O)N1CCSCC1)C(=O)NC(Cc1ccccc1)C(=O)O. RXN SMILES: [CH2:1]([c:2]1[cH:3][cH:4][cH:5][cH:6][cH:7]1)[O:8][C:9]([CH:10]([NH:11][C:12](=[O:13])[N:14]([CH3:15])[CH2:16][CH2:17][N:18]([CH3:19])[C:20](=[O:21])[N:22]1[CH2:23][CH2:24][S:25][CH2:26][CH2:27]1)[CH2:28][c:29]1[cH:30][cH:31][cH:32][cH:33][cH:34]1)=[O:35].[CH3:36][OH:37].[Na+:39].[OH-:38]>>[O:8]=[C:9]([CH:10]([NH:11][C:12](=[O:13])[N:14]([CH3:15])[CH2:16][CH2:17][N:18]([CH3:19])[C:20](=[O:21])[N:22]1[CH2:23][CH2:24][S:25][CH2:26][CH2:27]1)[CH2:28][c:29]1[cH:30][cH:31][cH:32][cH:33][cH:34]1)[OH:35].